The task is: describe an organic reaction: reactants, conditions, products, and yield. This data is from the Open Reaction Database (ORD), a public repository of structured organic reaction records. The reactants are C(C)(=S)N1C(C2=CC=CC=C2C1=O)=O (2-thioacetyl-isoindole-1,3-dione), N1=C(C=CC=C1)SCCN (2-(pyridin-2-ylsulfanyl)ethylamine). Solvent: C(Cl)(Cl)Cl (CHCl3). Conditions: time 15 minute. Product: N1=C(C=CC=C1)SCCNC(C)=S (N-(2-(pyridin-2-ylsulfanyl)ethyl)thioacetamide). The yield is 58.9%. As a reaction SMILES: [C:1]([N:4]1[C:12](=O)[C:11]2[C:6](=[CH:7]C=CC=2)C1=O)(=[S:3])C.[N:15]1[CH:20]=[CH:19]C=[CH:17][C:16]=1[S:21]CCN>C(Cl)(Cl)Cl>[N:4]1[CH:12]=[CH:11][CH:6]=[CH:7][C:1]=1[S:3][CH2:19][CH2:20][NH:15][C:16](=[S:21])[CH3:17]. Procedure: To a mixture of 2-aminoethanethiol hydrochloride (4.07 g, 35.6 mmol) in dioxane (75 mL) at 50° C., add sodium hydride (60% in mineral oil, 2.84 g, 71.0 mmol) at room temperature under nitrogen. Allow the reaction to stir for 5 minutes and add 2-chloropyridine (3.5 mL, 37 mmol) to the mixture. Reflux the mixture for 24 hours and cool to room temperature. Add water (100 mL), and methylene chloride (300 mL) to this mixture. Extract the aqueous layer with methylene chloride (3×50 mL). Wash the combi... Starting materials: C(C)(C)(C)OC(=O)N1CCC2=CC=C(C=C12)\C=C\C(CC(\C=C\C1=CC=C(C=C1)O)=O)=O ((1E,6E)-1-[1-(tert-butoxycarbony)-indolin-6-yl]-7-(4-hydroxyphenyl)hepta-1,6-diene-3,5-dione), C(C)(C)(C)OC(=O)NC1=CC=C(C=C1)\C=C\C(CC(\C=C\C1=CC=C(C=C1)O)=O)=O ((1E,6E)-1-[4-(tert-butoxycarbonylamino)phenyl]-7-(4-hydroxyphenyl)hepta-1,6-diene-3,5-dione). The solvent is C(Cl)(Cl)Cl.CO (chloroform methanol). Yields the product OC1=CC=C(C=C1)\C=C\C(CC(\C=C\C1=CC=C2CCNC2=C1)=O)=O ((1E,6E)-1-(4-hydroxyphenyl)-7-(indolin-6-yl)hepta-1,6-diene-3,5-dione), solid. Isolated yield 13.0%. Reaction SMILES: C(OC([N:8]1[C:16]2[C:11](=[CH:12][CH:13]=[C:14](/[CH:17]=[CH:18]/[C:19](=[O:32])[CH2:20][C:21](=[O:31])/[CH:22]=[CH:23]/[C:24]3[CH:29]=[CH:28][C:27]([OH:30])=[CH:26][CH:25]=3)[CH:15]=2)[CH2:10][CH2:9]1)=O)(C)(C)C.C(OC(NC1C=CC(/C=C/C(=O)CC(=O)/C=C/C2C=CC(O)=CC=2)=CC=1)=O)(C)(C)C>C(Cl)(Cl)Cl.CO>[OH:30][C:27]1[CH:28]=[CH:29][C:24](/[CH:23]=[CH:22]/[C:21](=[O:31])[CH2:20][C:19](=[O:32])/[CH:18]=[CH:17]/[C:14]2[CH:15]=[C:16]3[C:11]([CH2:10][CH2:9][NH:8]3)=[CH:12][CH:13]=2)=[CH:25][CH:26]=1 |f:2.3|. Reported procedure: The title compound was synthesized using the same procedure employed for Example 281, but with (1E,6E)-1-[1-(tert-butoxycarbony)-indolin-6-yl]-7-(4-hydroxyphenyl)hepta-1,6-diene-3,5-dione (14 mg, 32 μmol, synthesized in Example 292) as the starting material instead of (1E,6E)-1-[4-(tert-butoxycarbonylamino)phenyl]-7-(4-hydroxyphenyl)hepta-1,6-diene-3,5-dione, and was purified by silica gel chromatography (chloroform/methanol=100/0 to 95/5). The product was obtained as a solid (1.4 mg, 13%) havin... Reactants: C(C)N1C(=NC2=C1C=CC(=C2)C2=NNC(SC2)=O)C2=CC(=CC=C2)OC (5-[1-ethyl-2-(3-methoxyphenyl)-1H-benzimidazol-5-yl]-3,6-dihydro-2H-1,3,4-thiadiazin-2-one), BrCCOC1OCCCC1 (2-(2-bromoethoxy)tetrahydro-2H-pyran), C([O-])([O-])=O.[Cs+].[Cs+] (caesium carbonate), O (water). The solvent is CN(C=O)C (dimethylformamide). Conditions: time 16 hour. Yields the product C(C)N1C(=NC2=C1C=CC(=C2)C2=NN(C(SC2)=O)CCOC2OCCCC2)C2=CC(=CC=C2)OC (5-[1-ethyl-2-(3-methoxyphenyl)-1H-benzimidazol-5-yl]-3-[2-(tetrahydro-2H-pyran-2-yloxy)ethyl]-3,6-dihydro-2H-1,3,4-thiadiazin-2-one). The yield is 74.0%. As a reaction SMILES: [CH2:1]([N:3]1[C:7]2[CH:8]=[CH:9][C:10]([C:12]3[CH2:17][S:16][C:15](=[O:18])[NH:14][N:13]=3)=[CH:11][C:6]=2[N:5]=[C:4]1[C:19]1[CH:24]=[CH:23][CH:22]=[C:21]([O:25][CH3:26])[CH:20]=1)[CH3:2].Br[CH2:28][CH2:29][O:30][CH:31]1[CH2:36][CH2:35][CH2:34][CH2:33][O:32]1.C(=O)([O-])[O-].[Cs+].[Cs+].O>CN(C)C=O>[CH2:1]([N:3]1[C:7]2[CH:8]=[CH:9][C:10]([C:12]3[CH2:17][S:16][C:15](=[O:18])[N:14]([CH2:28][CH2:29][O:30][CH:31]4[CH2:36][CH2:35][CH2:34][CH2:33][O:32]4)[N:13]=3)=[CH:11][C:6]=2[N:5]=[C:4]1[C:19]1[CH:24]=[CH:23][CH:22]=[C:21]([O:25][CH3:26])[CH:20]=1)[CH3:2] |f:2.3.4|. Procedure: To 200 mg (0.55 mM) of 5-[1-ethyl-2-(3-methoxyphenyl)-1H-benzimidazol-5-yl]-3,6-dihydro-2H-1,3,4-thiadiazin-2-one in 4 ml of dimethylformamide are added 91 μl (0.6 mM) of 2-(2-bromoethoxy)tetrahydro-2H-pyran and 533.5 mg (1.64 mM) of caesium carbonate. The reaction medium is then stirred at room temperature for 16 hours. Demineralised water is added and the organic phase is isolated, washed with demineralised water and then dried over anhydrous sodium sulfate. The solvent is then evaporated off ... Starting materials: C(C1=CC=CC=C1)NC(N(CC1=C(C=CC(=C1)C(F)(F)F)B1OC(C(O1)(C)C)(C)C)CC)=O (3-benzyl-1-ethyl-1-[2-(4,4,5,5-tetramethyl-[1,3,2]dioxaborolan-2-yl)-5-trifluoromethyl-benzyl]-urea), BrC=1C=C(C=C(C1)Cl)[C@@H](C(=O)N1C(O[C@H]([C@H]1C)C1=CC=CC=C1)=O)C ((4R,5S)-3-[(S)-2-(3-bromo-5-chloro-phenyl)-propionyl]-4-methyl-5-phenyl-oxazolidin-2-one), O1C(NCC1)=O (oxazolidinone). The product is C(C1=CC=CC=C1)NC(N(CC)CC1=C(C=CC(=C1)C(F)(F)F)C1=CC(=CC(=C1)Cl)C(C(=O)O)C)=O (2-[2′-(3-Benzyl-1-ethyl-ureidomethyl)-5-chloro-4′-trifluoromethyl-biphenyl-3-yl]-propionic acid). Reaction SMILES: [CH2:1]([NH:8][C:9](=[O:33])[N:10]([CH2:31][CH3:32])[CH2:11][C:12]1[CH:17]=[C:16]([C:18]([F:21])([F:20])[F:19])[CH:15]=[CH:14][C:13]=1B1OC(C)(C)C(C)(C)O1)[C:2]1[CH:7]=[CH:6][CH:5]=[CH:4][CH:3]=1.Br[C:35]1[CH:36]=[C:37]([C@H:42]([CH3:58])[C:43](N2[C@H](C)[C@H](C3C=CC=CC=3)OC2=O)=[O:44])[CH:38]=[C:39]([Cl:41])[CH:40]=1.[O:59]1CCNC1=O>>[CH2:1]([NH:8][C:9](=[O:33])[N:10]([CH2:11][C:12]1[CH:17]=[C:16]([C:18]([F:19])([F:20])[F:21])[CH:15]=[CH:14][C:13]=1[C:35]1[CH:40]=[C:39]([Cl:41])[CH:38]=[C:37]([CH:42]([CH3:58])[C:43]([OH:44])=[O:59])[CH:36]=1)[CH2:31][CH3:32])[C:2]1[CH:3]=[CH:4][CH:5]=[CH:6][CH:7]=1. Procedure details: Prepared according to the procedure described in Example 1, Step 4, using the following starting materials: 3-benzyl-1-ethyl-1-[2-(4,4,5,5-tetramethyl-[1,3,2]dioxaborolan-2-yl)-5-trifluoromethyl-benzyl]-urea and (4R,5S)-3-[(S)-2-(3-bromo-5-chloro-phenyl)-propionyl]-4-methyl-5-phenyl-oxazolidin-2-one; under the coupling conditions, the oxazolidinone was hydrolyzed to the acid and the stereocenter racemized. M+H is 519. The reactants are C(C(C)C)O (Isobutanol), C(C(=O)Cl)(=O)Cl (oxalyl chloride). Reaction conditions: time 2 hour. Product: C(C(C)C)OC(C(=O)Cl)=O (Chloro-oxo-acetic Acid Isobutyl Ester). As a reaction SMILES: [CH2:1]([OH:5])[CH:2]([CH3:4])[CH3:3].[C:6](Cl)(=[O:10])[C:7]([Cl:9])=[O:8]>>[CH2:1]([O:5][C:6](=[O:10])[C:7]([Cl:9])=[O:8])[CH:2]([CH3:4])[CH3:3]. Reported procedure: Isobutanol (191 μL, 2.1 mmol, 1.0 eq.) was added dropwise over 5 minutes to oxalyl chloride (350 μL, 4.14 mmol, 2.0 eq.) at 0° C., and the resulting mixture was stirred at room temperature for 2 hours. The excess oxalyl chloride was removed by rotary evaporation (40° C., 40 mmHg) and used without further purification.